From a dataset of the Open Reaction Database (ORD), a public repository of structured organic reaction records. describe an organic reaction: reactants, conditions, products, and yield Reactants: C(C)(=O)OCC(=O)N1CCC(CC1)NC(=O)C1=C(C=2C(N(C=3C=CC=CC3C2N1C)CC1=NC=CC=C1)=O)OC (2-[4-({[3-methoxy-1-methyl-4-oxo-5-(pyridin-2-ylmethyl)-4,5-dihydro-1H-pyrrolo[3,2-c]quinolin-2-yl]carbonyl}amino)piperidin-1-yl]-2-oxoethyl acetate), CO (methanol), [OH-].[Na+] (sodium hydroxide). The solvent is C1CCOC1 (THF), C(O)([O-])=O.[Na+] (sodium hydrogen carbonate). Reaction conditions: time 1 hour. The product is OCC(=O)N1CCC(CC1)NC(=O)C1=C(C=2C(N(C=3C=CC=CC3C2N1C)CC1=NC=CC=C1)=O)OC (N-[1-(hydroxyacetyl)piperidin-4-yl]-3-methoxy-1-methyl-4-oxo-5-(pyridin-2-ylmethyl)-4,5-dihydro-1H-pyrrolo[3,2-c]quinoline-2-carboxamide). Isolated yield 45.1%. Reaction SMILES: C([O:4][CH2:5][C:6]([N:8]1[CH2:13][CH2:12][CH:11]([NH:14][C:15]([C:17]2[N:29]([CH3:30])[C:28]3[C:27]4[CH:26]=[CH:25][CH:24]=[CH:23][C:22]=4[N:21]([CH2:31][C:32]4[CH:37]=[CH:36][CH:35]=[CH:34][N:33]=4)[C:20](=[O:38])[C:19]=3[C:18]=2[O:39][CH3:40])=[O:16])[CH2:10][CH2:9]1)=[O:7])(=O)C.CO.[OH-].[Na+]>C1COCC1.C(=O)([O-])O.[Na+]>[OH:4][CH2:5][C:6]([N:8]1[CH2:13][CH2:12][CH:11]([NH:14][C:15]([C:17]2[N:29]([CH3:30])[C:28]3[C:27]4[CH:26]=[CH:25][CH:24]=[CH:23][C:22]=4[N:21]([CH2:31][C:32]4[CH:37]=[CH:36][CH:35]=[CH:34][N:33]=4)[C:20](=[O:38])[C:19]=3[C:18]=2[O:39][CH3:40])=[O:16])[CH2:10][CH2:9]1)=[O:7] |f:2.3,5.6|. Procedure details: To a solution of 2-[4-({[3-methoxy-1-methyl-4-oxo-5-(pyridin-2-ylmethyl)-4,5-dihydro-1H-pyrrolo[3,2-c]quinolin-2-yl]carbonyl}amino)piperidin-1-yl]-2-oxoethyl acetate (60 mg) in THF (2 mL)-methanol (2 ml) was added 2N sodium hydroxide solution (2 mL), and the mixture was stirred at room temperature for 1 hr. The reaction mixture was diluted with saturated sodium hydrogen carbonate solution, and extracted twice with ethyl acetate. The extract was washed with brine, dried over magnesium sulfate, an... Starting materials: ClC(c1ccccc1)(c1ccccc1)c1ccccc1, O=c1ccn(C2CC(O)C(CO)O2)c(=O)[nH]1, c1ccncc1. The product is O=c1ccn(C2CC(O)C(C(O)C(c3ccccc3)(c3ccccc3)c3ccccc3)O2)c(=O)[nH]1. RXN SMILES: [C:17]([c:18]1[cH:19][cH:20][cH:21][cH:22][cH:23]1)([c:24]1[cH:25][cH:26][cH:27][cH:28][cH:29]1)([c:30]1[cH:31][cH:32][cH:33][cH:34][cH:35]1)[Cl:36].[OH:1][CH2:2][CH:3]1[O:4][CH:5]([n:9]2[cH:10][cH:11][c:12](=[O:13])[nH:14][c:15]2=[O:16])[CH2:6][CH:7]1[OH:8].[cH:37]1[cH:38][cH:39][n:40][cH:41][cH:42]1>>[OH:1][CH:2]([CH:3]1[O:4][CH:5]([n:9]2[cH:10][cH:11][c:12](=[O:13])[nH:14][c:15]2=[O:16])[CH2:6][CH:7]1[OH:8])[C:17]([c:18]1[cH:19][cH:20][cH:21][cH:22][cH:23]1)([c:24]1[cH:25][cH:26][cH:27][cH:28][cH:29]1)[c:30]1[cH:31][cH:32][cH:33][cH:34][cH:35]1. The reactants are [BH4-], CO, [Cl-], O=CC(=CC1CC=CCC1)c1ccc(F)cc1, [Na+], [Na+], [OH-], O. The product is OCC(=CC1CC=CCC1)c1ccc(F)cc1. RXN SMILES: [BH4-:1].[CH3:24][OH:25].[Cl-:21].[F:3][c:4]1[cH:5][cH:6][c:7]([C:10]([CH:11]=[O:12])=[CH:13][CH:14]2[CH2:15][CH:16]=[CH:17][CH2:18][CH2:19]2)[cH:8][cH:9]1.[Na+:23].[Na+:2].[OH-:22].[OH2:20]>>[F:3][c:4]1[cH:5][cH:6][c:7]([C:10]([CH2:11][OH:12])=[CH:13][CH:14]2[CH2:15][CH:16]=[CH:17][CH2:18][CH2:19]2)[cH:8][cH:9]1. Reactants: C1(=CC=CC=C1)CCC1=NC=2C=CC=C3C(CCN1C23)O (5,6-dihydro-2-(2-phenylethyl)-4H-imidazo[4,5,1-ij]quinolin-6-ol), Cl.CO (HCl methanol). Solvent: ClCCl (dichloromethane), CCOCC (ether). Yields the product Cl.C1(=CC=CC=C1)CCC1=NC=2C=CC=C3C(CCN1C23)O (5,6-dihydro-2-(2-phenylethyl)-4H-imidazo[4,5,1-ij]quinolin-6-ol hydrochloride), crystals. RXN SMILES: [C:1]1([CH2:7][CH2:8][C:9]2[N:19]3[C:20]4[C:15]([CH:16]([OH:21])[CH2:17][CH2:18]3)=[CH:14][CH:13]=[CH:12][C:11]=4[N:10]=2)[CH:6]=[CH:5][CH:4]=[CH:3][CH:2]=1.[ClH:22].CO>CCOCC.ClCCl>[ClH:22].[C:1]1([CH2:7][CH2:8][C:9]2[N:19]3[C:20]4[C:15]([CH:16]([OH:21])[CH2:17][CH2:18]3)=[CH:14][CH:13]=[CH:12][C:11]=4[N:10]=2)[CH:6]=[CH:5][CH:4]=[CH:3][CH:2]=1 |f:1.2,5.6|. Procedure: A portion (0.2 g) of 5,6-dihydro-2-(2-phenylethyl)-4H-imidazo[4,5,1-ij]quinolin-6-ol obtained in Example 4 was dissolved in ether (10 mL) and dichloromethane (10 mL); following the addition of 10% HCl-methanol solution (0.5 g), the solvents were removed under reduced pressure, followed by crystallization from ether; upon filtration, the titled compound was obtained as colorless crystals (0.23 g). Starting materials: C(C)OC(=O)C1C(CCCC1)=CC#N (2-cyanomethylene-cyclohexane-carboxylic acid ethyl ester), Br.NCCCS (3-aminopropanethiol hydrobromide), C(C)(=O)[O-].[Na+] (sodium acetate). The solvent is ClC1=C(C=CC=C1)Cl (o-dichlorobenzene). The product is O=C1N2C(=CC=3CCCCC13)SCCC2 (6-oxo-3,4,7,8,9,10-hexahydro-2H,6H-1,3-thiazino[3,2-b]isoquinoline). Reaction SMILES: C(O[C:4]([CH:6]1[CH2:11][CH2:10][CH2:9][CH2:8][C:7]1=[CH:12][C:13]#[N:14])=[O:5])C.Br.N[CH2:17][CH2:18][CH2:19][SH:20].C([O-])(=O)C.[Na+]>ClC1C=CC=CC=1Cl>[O:5]=[C:4]1[C:6]2[CH2:11][CH2:10][CH2:9][CH2:8][C:7]=2[CH:12]=[C:13]2[S:20][CH2:19][CH2:18][CH2:17][N:14]12 |f:1.2,3.4|. Procedure details: To 15 ml. of o-dichlorobenzene were added 5.8 g. of 2-cyanomethylene-cyclohexane-carboxylic acid ethyl ester, 6.5 g. of 3-aminopropanethiol hydrobromide and 3.1 g. of sodium acetate. Then, by treating the mixture as in Example 95, 800 mg. of 6-oxo-3,4,7,8,9,10-hexahydro-2H,6H-1,3-thiazino[3,2-b]isoquinoline was obtained. Starting materials: NC(CC1=CC=C(C=C1)N(C)C)(C)C ([4-(2-Amino-2-methyl-propyl)-phenyl]-dimethyl-amine), C(C)(C)(C)OC=1C=C(C2=C(N=C(S2)OC(C)C)C1)[C@@H](COS(=O)(=O)C)O (Methanesulfonic acid (S)-2-(5-tert-butoxy-2-isopropoxy-benzothiazol-7-yl)-2-hydroxy-ethyl ester). The solvent is C1(=CC=CC=C1)C (toluene). Conditions: temperature 80 celsius. Product: C(C)(C)(C)OC=1C=C(C2=C(N=C(S2)OC(C)C)C1)[C@@H](CNC(CC1=CC=C(C=C1)N(C)C)(C)C)O ((S)-1-(5-tert-Butoxy-2-isopropoxy-benzothiazol-7-yl)-2-[2-(4-dimethylamino-phenyl)-1,1-dimethyl-ethylamino]-ethanol). As a reaction SMILES: [NH2:1][C:2]([CH3:14])([CH3:13])[CH2:3][C:4]1[CH:9]=[CH:8][C:7]([N:10]([CH3:12])[CH3:11])=[CH:6][CH:5]=1.[C:15]([O:19][C:20]1[CH:21]=[C:22]([C@H:33]([OH:40])[CH2:34]OS(C)(=O)=O)[C:23]2[S:27][C:26]([O:28][CH:29]([CH3:31])[CH3:30])=[N:25][C:24]=2[CH:32]=1)([CH3:18])([CH3:17])[CH3:16]>C1(C)C=CC=CC=1>[C:15]([O:19][C:20]1[CH:21]=[C:22]([C@H:33]([OH:40])[CH2:34][NH:1][C:2]([CH3:14])([CH3:13])[CH2:3][C:4]2[CH:9]=[CH:8][C:7]([N:10]([CH3:11])[CH3:12])=[CH:6][CH:5]=2)[C:23]2[S:27][C:26]([O:28][CH:29]([CH3:30])[CH3:31])=[N:25][C:24]=2[CH:32]=1)([CH3:16])([CH3:18])[CH3:17]. Reported procedure: [4-(2-Amino-2-methyl-propyl)-phenyl]-dimethyl-amine (210 mg) and Methanesulfonic acid (S)-2-(5-tert-butoxy-2-isopropoxy-benzothiazol-7-yl)-2-hydroxy-ethyl ester (120 mg) are dissolved in toluene (2 ml). The reaction mixture is heated to 80° C. for 20 hours. The solvent is removed by vacuo to give (S)-1-(5-tert-Butoxy-2-isopropoxy-benzothiazol-7-yl)-2-[2-(4-dimethylamino-phenyl)-1,1-dimethyl-ethylamino]-ethanol. MS (ES+) m/e. 500 The reactants are CCO, CCN(C(C)C)C(C)C, Cn1ncc([N+](=O)[O-])c1Cl, CC(C)(C)OC(=O)N1CCCNCC1. The product is Cn1ncc([N+](=O)[O-])c1N1CCCN(C(=O)OC(C)(C)C)CC1. As a reaction SMILES: [CH3:34][CH2:35][OH:36].[CH:25]([N:26]([CH:27]([CH3:28])[CH3:29])[CH2:30][CH3:31])([CH3:32])[CH3:33].[Cl:1][c:2]1[c:3]([N+:8](=[O:9])[O-:10])[cH:4][n:5][n:6]1[CH3:7].[N:11]1([C:18](=[O:19])[O:20][C:21]([CH3:22])([CH3:23])[CH3:24])[CH2:12][CH2:13][NH:14][CH2:15][CH2:16][CH2:17]1>>[c:2]1([N:14]2[CH2:13][CH2:12][N:11]([C:18](=[O:19])[O:20][C:21]([CH3:22])([CH3:23])[CH3:24])[CH2:17][CH2:16][CH2:15]2)[c:3]([N+:8](=[O:9])[O-:10])[cH:4][n:5][n:6]1[CH3:7]. Starting materials: CN(C)c1ccncc1, CC(C)S(=O)(=O)Cl, Cl, CN(C)C=O, NC(=O)c1cc(-c2ccccc2)cc2c(C3CCNCC3)n[nH]c12. Yields the product CC(C)S(=O)(=O)N1CCC(c2n[nH]c3c(C(N)=O)cc(-c4ccccc4)cc23)CC1. As a reaction SMILES: [CH3:33][N:34]([c:35]1[cH:36][cH:37][n:38][cH:39][cH:40]1)[CH3:41].[CH:26]([CH3:27])([CH3:28])[S:29](=[O:30])(=[O:31])[Cl:32].[ClH:1].[O:42]=[CH:43][N:44]([CH3:45])[CH3:46].[c:2]1(-[c:8]2[cH:9][c:10]3[c:11]([CH:20]4[CH2:21][CH2:22][NH:23][CH2:24][CH2:25]4)[n:12][nH:13][c:14]3[c:15]([C:17](=[O:18])[NH2:19])[cH:16]2)[cH:3][cH:4][cH:5][cH:6][cH:7]1>>[c:2]1(-[c:8]2[cH:9][c:10]3[c:11]([CH:20]4[CH2:21][CH2:22][N:23]([S:29]([CH:26]([CH3:27])[CH3:28])(=[O:30])=[O:31])[CH2:24][CH2:25]4)[n:12][nH:13][c:14]3[c:15]([C:17](=[O:18])[NH2:19])[cH:16]2)[cH:3][cH:4][cH:5][cH:6][cH:7]1.